From a dataset of the Open Reaction Database (ORD), a public repository of structured organic reaction records. describe an organic reaction: reactants, conditions, products, and yield The reactants are CCOC(C)=O, CON, CC(C)(C)[O-], CCCCCC, [Cl-], [Cl-], [Cl-], [K+], O=[N+]([O-])c1ccncc1, [NH4+], CN(C)C=O, [Zn+2]. Yields the product Nc1cnccc1[N+](=O)[O-]. RXN SMILES: [C:35]([O:36][CH2:37][CH3:38])(=[O:39])[CH3:40].[CH3:10][O:11][NH2:12].[CH3:13][C:14]([CH3:15])([O-:16])[CH3:17].[CH3:29][CH2:30][CH2:31][CH2:32][CH2:33][CH3:34].[Cl-:19].[Cl-:26].[Cl-:27].[K+:18].[N+:1](=[O:2])([O-:3])[c:4]1[cH:5][cH:6][n:7][cH:8][cH:9]1.[NH4+:20].[O:21]=[CH:22][N:23]([CH3:24])[CH3:25].[Zn+2:28]>>[N+:1](=[O:2])([O-:3])[c:4]1[c:5]([NH2:12])[cH:6][n:7][cH:8][cH:9]1. Reactants: F[C@]1([C@@H](O[C@@H]([C@H]1O)CO)N1C(NC(C=C1)=O)=O)C (1-((2R,3R,4R,5R)-3-fluoro-4-hydroxy-5-(hydroxymethyl)-3-methyltetrahydrofuran-2-yl)pyrimidine-2,4(1H,3H)-dione), solution, N1N=NN=C1 (tetrazole), product 2, product 1&2, C(C)(C)N(C(C)C)C(N(C(C)C)C(C)C)OP([O-])[O-] (bis(N,N-diisopropylamino)methylphosphite), product 2. Solvent: N1=CC=CC=C1 (pyridine), C(C)#N (acetonitrile). Reaction conditions: time 2 hour. The product is F[C@]1([C@@H](O[C@H]2[C@H]1O[P@@](OC2)(=O)OC)N2C(NC(C=C2)=O)=O)C (1-((2S,4aR,6R,7R,7aR)-7-Fluoro-2-methoxy-7-methyl-2-oxo-tetrahydro-2λ5-furo[3,2-d][1,3,2]dioxaphosphinin-6-yl)-1H -pyrimidine-2,4-dione). Reaction SMILES: [F:1][C@:2]1([CH3:18])[C@H:6]([OH:7])[C@@H:5]([CH2:8][OH:9])[O:4][C@H:3]1[N:10]1[CH:15]=[CH:14][C:13](=[O:16])[NH:12][C:11]1=[O:17].N1C=NN=N1.C(N([CH:31]([O:39][P:40]([O-])[O-:41])N(C(C)C)C(C)C)C(C)C)(C)C>N1C=CC=CC=1.C(#N)C>[F:1][C@:2]1([CH3:18])[C@@H:6]2[O:7][P@:40]([O:39][CH3:31])(=[O:41])[O:9][CH2:8][C@H:5]2[O:4][C@H:3]1[N:10]1[CH:15]=[CH:14][C:13](=[O:16])[NH:12][C:11]1=[O:17]. Procedure: To a stirred solution of 1-((2R,3R,4R,5R)-3-fluoro-4-hydroxy-5-(hydroxymethyl)-3-methyltetrahydrofuran-2-yl)pyrimidine-2,4(1H,3H)-dione (730 mg, 2.8 mmol) in dry pyridine (15 mL) was added a 0.45M solution of tetrazole in acetonitrile (15 mL) followed by bis(N,N-diisopropylamino)methylphosphite (0.971 mL, 3.3 mmol) at room temperature. After 2 h, TLC indicated disappearance of the starting material and two non-polar products. The reaction mixture was concentrated under reduced pressure at room t... Starting materials: tert-butyl ester, C(CCC)C1=NC=C2N1C(CCC2=CC(=O)OC(C)(C)C)C2=CC=C(C=C2)C2=C(C=CC=C2)C2=NN=NN2 (1,1-Dimethylethyl [3-butyl-6,7-dihydro-5-[2'-(1H-tetrazol-5-yl)[1,1'-biphenyl]-4-yl]imidazo[1,5-a]pyridin-8(5H)-ylidene]acetate), C(=O)(C(F)(F)F)O (TFA). Run at time 1 hour. Yields the product C(CCC)C1=NC=C2N1C(CCC2=CC(=O)O)C2=CC=C(C=C2)C2=C(C=CC=C2)C2=NN=NN2 ([3 -Butyl-6,7-dihydro-5-[2'-(1H-tetrazol-5-yl) [1,1'-biphenyl]-4-yl]imidazo[1,5-a]pyridin-8(5H)-ylidene]acetic acid). Isolated yield 96.0%. As a reaction SMILES: [CH2:1]([C:5]1[N:9]2[CH:10]([C:22]3[CH:27]=[CH:26][C:25]([C:28]4[CH:33]=[CH:32][CH:31]=[CH:30][C:29]=4[C:34]4[NH:38][N:37]=[N:36][N:35]=4)=[CH:24][CH:23]=3)[CH2:11][CH2:12][C:13](=[CH:14][C:15]([O:17]C(C)(C)C)=[O:16])[C:8]2=[CH:7][N:6]=1)[CH2:2][CH2:3][CH3:4].C(O)(C(F)(F)F)=O>>[CH2:1]([C:5]1[N:9]2[CH:10]([C:22]3[CH:27]=[CH:26][C:25]([C:28]4[CH:33]=[CH:32][CH:31]=[CH:30][C:29]=4[C:34]4[NH:38][N:37]=[N:36][N:35]=4)=[CH:24][CH:23]=3)[CH2:11][CH2:12][C:13](=[CH:14][C:15]([OH:17])=[O:16])[C:8]2=[CH:7][N:6]=1)[CH2:2][CH2:3][CH3:4]. Procedure details: To a solution of 32 mg (0.0627 mmol) of tert-butyl ester (the title compound of Example 15) in 2 mL of CDCl3 at room temperature was added 0.5 mL of TFA, and the progress of the reaction was monitored by 1H NMR. The resulting yellow solution was stirred at room temperature for 1 h and concentrated in vacuo. The crude product was dissolved in a minimum amount of methanol, diluted with methylene chloride, then triturated with ether and hexane at 5° C. to give 27 mg (96%) of the title compound of E... Reactants: O=C([O-])[O-], CCC(C)=O, CS(=O)(=O)OCCCN1c2ccccc2CCc2ccccc21, [K+], [K+], c1ccc(C2CCNCC2)cc1. The product is c1ccc(C2CCN(CCCN3c4ccccc4CCc4ccccc43)CC2)cc1. Reaction SMILES: [C:36](=[O:37])([O-:38])[O-:39].[CH2:42]([C:43]([CH3:44])=[O:45])[CH3:46].[CH3:1][S:2]([O:3][CH2:6][CH2:7][CH2:8][N:9]1[c:10]2[c:11]([cH:20][cH:21][cH:22][cH:23]2)[CH2:12][CH2:13][c:14]2[c:15]1[cH:16][cH:17][cH:18][cH:19]2)(=[O:4])=[O:5].[K+:40].[K+:41].[c:24]1([CH:30]2[CH2:31][CH2:32][NH:33][CH2:34][CH2:35]2)[cH:25][cH:26][cH:27][cH:28][cH:29]1>>[CH2:6]([CH2:7][CH2:8][N:9]1[c:10]2[c:11]([cH:20][cH:21][cH:22][cH:23]2)[CH2:12][CH2:13][c:14]2[c:15]1[cH:16][cH:17][cH:18][cH:19]2)[N:33]1[CH2:32][CH2:31][CH:30]([c:24]2[cH:25][cH:26][cH:27][cH:28][cH:29]2)[CH2:35][CH2:34]1. Starting materials: [BH4-].[Na+] (sodium borohydride), Cl (hydrochloric acid), ClC(=O)OC (methyl chloroformate), C(C)(=O)NC1=C(C=C(C(=O)O)C=C1)[N+](=O)[O-] (4-(acetylamino)-3-nitrobenzoic acid). The solvent is O (water), C(C)(=O)OCC (ethyl acetate), C(C)N(CC)CC (triethylamine), O1CCCC1 (tetrahydrofuran), O1CCCC1 (THF), C(C)N(CC)CC (triethylamine). Run at time 30 minute. Yields the product OCC1=CC(=C(C=C1)NC(C)=O)[N+](=O)[O-] (N-[4-(Hydroxymethyl)-2-nitrophenyl]acetamide). The yield is 40.5%. RXN SMILES: ClC(OC)=O.[C:6]([NH:9][C:10]1[CH:18]=[CH:17][C:13]([C:14](O)=[O:15])=[CH:12][C:11]=1[N+:19]([O-:21])=[O:20])(=[O:8])[CH3:7].[BH4-].[Na+].Cl>O1CCCC1.O.C(OCC)(=O)C.C(N(CC)CC)C>[OH:15][CH2:14][C:13]1[CH:17]=[CH:18][C:10]([NH:9][C:6](=[O:8])[CH3:7])=[C:11]([N+:19]([O-:21])=[O:20])[CH:12]=1 |f:2.3|. Procedure details: 8.3 ml (108 mmol) methyl chloroformate dissolved in 25 ml tetrahydrofuran (THF) is added dropwise over 15 minutes to a solution of 23.9 g (107 mmol) 4-(acetylamino)-3-nitrobenzoic acid and 14.8 ml (107 mmol) triethylamine in 150 ml dry THF under nitrogen and chilled in an acetone/ice bath. The temperature is kept below -5°. After stirring at -5° for 30 minutes, the triethylamine.HCl is filtered off and washed with 30 ml cold THF. The combined filtrates are added dropwise to a stirred solution of... RXN SMILES: [CH3:19][CH2:20][O:21][C:22](=[O:23])[CH3:24].[CH3:1][c:2]1[n:3](-[c:8]2[cH:9][cH:10][c:11]([CH:14]=[CH:15][C:16](=[O:17])[OH:18])[cH:12][cH:13]2)[c:4]([CH3:7])[cH:5][cH:6]1>>[CH3:1][c:2]1[n:3](-[c:8]2[cH:9][cH:10][c:11]([CH2:14][CH2:15][C:16](=[O:17])[OH:18])[cH:12][cH:13]2)[c:4]([CH3:7])[cH:5][cH:6]1. Reactants: CCOC(C)=O, Cc1ccc(C)n1-c1ccc(C=CC(=O)O)cc1. Product: Cc1ccc(C)n1-c1ccc(CCC(=O)O)cc1. Starting materials: C(#N)C1=CC=NO1 (5-cyanoisoxazole), NC=1SC(=CC1C(=O)OCC)C(F)(F)F (2-amino-5-trifluoromethyl-3-ethoxycarbonyl-thiophene), O=P(Cl)(Cl)Cl (POCl3). Product: ClC=1C2=C(N=C(N1)C1=CC=NO1)SC(=C2)C(F)(F)F (4-chloro-2-(isoxazol-5-yl)-6-trifluoromethyl-thieno-[2,3-d]-pyrimidine). Reaction SMILES: [C:1]([C:3]1[O:7][N:6]=[CH:5][CH:4]=1)#[N:2].[NH2:8][C:9]1[S:10][C:11]([C:19]([F:22])([F:21])[F:20])=[CH:12][C:13]=1[C:14](OCC)=O.O=P(Cl)(Cl)[Cl:25]>>[Cl:25][C:14]1[C:13]2[CH:12]=[C:11]([C:19]([F:20])([F:21])[F:22])[S:10][C:9]=2[N:8]=[C:1]([C:3]2[O:7][N:6]=[CH:5][CH:4]=2)[N:2]=1. Procedure details: With the procedure of Example 477, the reaction of 5-cyanoisoxazole and 2-amino-5-trifluoromethyl-3-ethoxycarbonyl-thiophene, and the subsequent reaction with POCl3 yields 4-chloro-2-(isoxazol-5-yl)-6-trifluoromethyl-thieno-[2,3-d]-pyrimidine